This data is from the Open Reaction Database (ORD), a public repository of structured organic reaction records. The task is: describe an organic reaction: reactants, conditions, products, and yield Reactants: C(C1=CC=CC=C1)OC1=CC(N(C=C1)CC(=O)C1=C(C=C(C=C1)CBr)C)=O (4-Benzyloxy-1-[2-(4-bromomethyl-2-methyl-phenyl)-2-oxo-ethyl]-1H-pyridin-2-one), Cl.OC1CNC1 (3-hydroxyazetidine hydrochloride). Solvent: CN(C)C=O (DMF). Run at time 30 minute. Product: C(C1=CC=CC=C1)OC1=CC(N(C=C1)CC(=O)C1=C(C=C(C=C1)CN1CC(C1)O)C)=O (4-Benzyloxy-1-{2-[4-(3-hydroxy-azetidin-1-ylmethyl)-2-methyl-phenyl]-2-oxo-ethyl}-1H-pyridin-2-one). RXN SMILES: [CH2:1]([O:8][C:9]1[CH:14]=[CH:13][N:12]([CH2:15][C:16]([C:18]2[CH:23]=[CH:22][C:21]([CH2:24]Br)=[CH:20][C:19]=2[CH3:26])=[O:17])[C:11](=[O:27])[CH:10]=1)[C:2]1[CH:7]=[CH:6][CH:5]=[CH:4][CH:3]=1.Cl.[OH:29][CH:30]1[CH2:33][NH:32][CH2:31]1>CN(C=O)C>[CH2:1]([O:8][C:9]1[CH:14]=[CH:13][N:12]([CH2:15][C:16]([C:18]2[CH:23]=[CH:22][C:21]([CH2:24][N:32]3[CH2:33][CH:30]([OH:29])[CH2:31]3)=[CH:20][C:19]=2[CH3:26])=[O:17])[C:11](=[O:27])[CH:10]=1)[C:2]1[CH:7]=[CH:6][CH:5]=[CH:4][CH:3]=1 |f:1.2|. Procedure: To a solution of 4-benzyloxy-1-[2-(4-bromomethyl-2-methyl-phenyl)-2-oxo-ethyl]-1H-pyridin-2-one (preparation 1d, 72 mg, 0.17 mmol) in DMF (2 mL) is added 3-hydroxyazetidine hydrochloride (56 mg, 0.51 mmol). The reaction mixture is stirred for 30 min at room temperature. The mixture is purified via reverse phase HPLC chromatography (Gilson, Xbridge C18 5 μm, gradient 5%→90% acetonitrile in water+0.3% NH4OH, 120 mL/min). Starting materials: CN=C(NC#N)S(C)=O, C1CCOC1, [H-], [Na+], c1cn[nH]c1. The product is CN=C(NC#N)n1cccn1. Reaction SMILES: [C:8](#[N:9])[NH:10][C:11](=[N:12][CH3:13])[S:14]([CH3:15])=[O:16].[CH2:17]1[O:18][CH2:19][CH2:20][CH2:21]1.[H-:2].[Na+:1].[nH:3]1[n:4][cH:5][cH:6][cH:7]1>>[n:3]1([C:11]([NH:10][C:8]#[N:9])=[N:12][CH3:13])[n:4][cH:5][cH:6][cH:7]1. Reactants: CC1=CC=C(C=C1)S(=O)(=O)C([N+]#[C-])C1=CC(=CC=C1)I ((3-iodophenyl)(isocyano)methyl 4-methylphenyl sulfone), solid, CN1C(=NC(=C1C=1SC=2N=CN=C(C2N1)N)C1=CC=CC=C1)C#C[Si](C)(C)C (2-{1-Methyl-4-phenyl-2-[(trimethylsilyl)ethynyl]-1H-imidazol-5-yl}[1,3]thiazolo[5,4-d]pyrimidin-7-amine), IC=1C=C(C=CC1)C(S(=O)(=O)C1=CC=C(C=C1)C)NC=O ({(3-iodophenyl)[(4-methylphenyl)sulfonyl]methyl}formamide). Yields the product CC1=CC=C(C=C1)S(=O)(=O)C(C1=CC=C(C=C1)OC)[N+]#[C-] (Isocyano(4-methoxyphenyl)methyl 4-methylphenyl sulfone). As a reaction SMILES: [CH3:1][C:2]1[CH:7]=[CH:6][C:5]([S:8]([CH:11]([C:14]2[CH:19]=[CH:18][CH:17]=[C:16](I)[CH:15]=2)[N+:12]#[C-:13])(=[O:10])=[O:9])=[CH:4][CH:3]=1.CN1C(C2SC3N=CN=C(N)C=3N=2)=C(C2C=CC=CC=2)N=C1C#C[Si](C)(C)C.IC1C=C(C(N[CH:68]=[O:69])S(C2C=CC(C)=CC=2)(=O)=O)C=CC=1>>[CH3:1][C:2]1[CH:7]=[CH:6][C:5]([S:8]([CH:11]([N+:12]#[C-:13])[C:14]2[CH:19]=[CH:18][C:17]([O:69][CH3:68])=[CH:16][CH:15]=2)(=[O:10])=[O:9])=[CH:4][CH:3]=1. Procedure details: The title compound was prepared by a similar process to that described for Intermediate 53 but using (4-methoxyphenyl)(phenylsulfonyl)methylformamide (Tetrahedron Lett., 1996, 37 (45), 8113) in place of {(3-iodophenyl)[(4-methylphenyl)sulfonyl]methyl}formamide (Intermediate 52). Tan solid (26.15 g, 97%) Starting materials: CCCc1c(OCCOCCBr)ccc(C(C)=O)c1O, [I-], [Na+], N#C[Na], CN(C)C=O. Product: CCCc1c(OCCOCCC#N)ccc(C(C)=O)c1O. RXN SMILES: [Br:1][CH2:2][CH2:3][O:4][CH2:5][CH2:6][O:7][c:8]1[c:9]([CH2:18][CH2:19][CH3:20])[c:10]([OH:17])[c:11]([C:14]([CH3:15])=[O:16])[cH:12][cH:13]1.[I-:25].[Na+:24].[Na:21][C:22]#[N:23].[O:26]=[CH:27][N:28]([CH3:29])[CH3:30]>>[CH2:2]([CH2:3][O:4][CH2:5][CH2:6][O:7][c:8]1[c:9]([CH2:18][CH2:19][CH3:20])[c:10]([OH:17])[c:11]([C:14]([CH3:15])=[O:16])[cH:12][cH:13]1)[C:22]#[N:23]. The reactants are [BH3-]C#N, CCOC(O)C(F)(F)F, CC(C)Oc1cc(C(F)(F)F)c2cc3c(cc2n1)SCCN3, O=C(O)C(F)(F)F, [Na+]. Yields the product CC(C)Oc1cc(C(F)(F)F)c2cc3c(cc2n1)SCCN3CC(F)(F)F. RXN SMILES: [C:32]([BH3-:33])#[N:34].[CH2:23]([O:24][CH:26]([OH:25])[C:27]([F:28])([F:29])[F:30])[CH3:31].[CH:1]([CH3:2])([CH3:3])[O:4][c:5]1[n:6][c:7]2[cH:8][c:9]3[c:10]([cH:11][c:12]2[c:13]([C:15]([F:16])([F:17])[F:18])[cH:14]1)[NH:19][CH2:20][CH2:21][S:22]3.[F:36][C:37]([F:38])([F:39])[C:40]([OH:41])=[O:42].[Na+:35]>>[CH:1]([CH3:2])([CH3:3])[O:4][c:5]1[n:6][c:7]2[cH:8][c:9]3[c:10]([cH:11][c:12]2[c:13]([C:15]([F:16])([F:17])[F:18])[cH:14]1)[N:19]([CH2:26][C:27]([F:28])([F:29])[F:30])[CH2:20][CH2:21][S:22]3. As a reaction SMILES: [C:1]([CH3:2])([CH3:3])([CH3:4])[c:5]1[cH:6][c:7]([NH:10][C:11](=[O:12])[NH:13][c:14]2[cH:15][c:16]([O:20][c:21]3[n:22][cH:23][n:24][c:25]4[cH:26][c:27]([O:32][CH3:33])[c:28]([OH:31])[cH:29][c:30]34)[cH:17][cH:18][cH:19]2)[n:8][o:9]1.[C:34](=[O:35])([O-:36])[O-:37].[CH2:56]1[O:57][CH2:58][CH2:59][CH2:60]1.[CH3:50][CH2:51][O:52][C:53](=[O:54])[CH3:55].[Cl:40][CH2:41][CH:42]1[CH2:43][O:44]1.[Cs+:38].[Cs+:39].[O:45]=[CH:46][N:47]([CH3:48])[CH3:49]>>[C:1]([CH3:2])([CH3:3])([CH3:4])[c:5]1[cH:6][c:7]([NH:10][C:11](=[O:12])[NH:13][c:14]2[cH:15][c:16]([O:20][c:21]3[n:22][cH:23][n:24][c:25]4[cH:26][c:27]([O:32][CH3:33])[c:28]([O:31][CH2:41][CH:42]5[CH2:43][O:44]5)[cH:29][c:30]34)[cH:17][cH:18][cH:19]2)[n:8][o:9]1. Yields the product COc1cc2ncnc(Oc3cccc(NC(=O)Nc4cc(C(C)(C)C)on4)c3)c2cc1OCC1CO1. Reactants: COc1cc2ncnc(Oc3cccc(NC(=O)Nc4cc(C(C)(C)C)on4)c3)c2cc1O, O=C([O-])[O-], C1CCOC1, CCOC(C)=O, ClCC1CO1, [Cs+], [Cs+], CN(C)C=O.